From a dataset of the Open Reaction Database (ORD), a public repository of structured organic reaction records. describe an organic reaction: reactants, conditions, products, and yield Reactants: COC1=C(C(=CC=C1)OC)/C=C/C=O ((2E)-3-(2,6-dimethoxyphenyl)acrylaldehyde), N(=[N+]=[N-])CC(=O)OCC (ethyl 2-azidoacetate), [Na] (sodium), aqueous solution, [Cl-].[NH4+] (ammonium chloride). Solvent: C(C)O.CCO (ethanol EtOH), CCO (EtOH). Reaction conditions: temperature -10 celsius. The product is N(=[N+]=[N-])\C(\C(=O)OCC)=C\C=C\C1=C(C=CC=C1OC)OC (Ethyl (2E,4E)-2-azido-5-(2,6-dimethoxyphenyl)penta-2,4-dienoate). RXN SMILES: [CH3:1][O:2][C:3]1[CH:8]=[CH:7][CH:6]=[C:5]([O:9][CH3:10])[C:4]=1/[CH:11]=[CH:12]/[CH:13]=O.[N:15]([CH2:18][C:19]([O:21][CH2:22][CH3:23])=[O:20])=[N+:16]=[N-:17].[Na].[Cl-].[NH4+]>C(O)C.CCO.CCO>[N:15](/[C:18](=[CH:13]/[CH:12]=[CH:11]/[C:4]1[C:5]([O:9][CH3:10])=[CH:6][CH:7]=[CH:8][C:3]=1[O:2][CH3:1])/[C:19]([O:21][CH2:22][CH3:23])=[O:20])=[N+:16]=[N-:17] |f:3.4,5.6,^1:23|. Procedure details: Add dropwise, while stirring, a solution of 37 g (192 mmol) of (2E)-3-(2,6-dimethoxyphenyl)acrylaldehyde and 85.7 g (664 mmol) of ethyl 2-azidoacetate in 200 mL of absolute ethanol EtOH to a solution of 15.5 g (673 mmol) of sodium in 500 mL of absolute EtOH cooled to −10° C. and kept under argon, maintaining the temperature at −10° C. After stirring at −10° C. for 3 h, stir the reaction mixture for 15 h at RT, then pour into 600 mL of an aqueous solution of ammonium chloride (NH4Cl) at 30 wt. %.... Starting materials: COC1=CC=C2CCC(C2=C1)=O (6-methoxy-1-indanone), O (water), CC(C=C)O (3-buten-2-ol), C1(=CC=C(C=C1)S(=O)(=O)O)C (p-toluenesulfonic acid). Run in COC(C)(C)OC (2,2-dimethoxypropane). Product: C(C=CC)C1C(C2=CC(=CC=C2C1)OC)=O ((RS)-2-(2-buten-1-yl)-6-methoxy-1-indanone). Yield: 74.0%. Reaction SMILES: [CH3:1][O:2][C:3]1[CH:11]=[C:10]2[C:6]([CH2:7][CH2:8][C:9]2=[O:12])=[CH:5][CH:4]=1.[CH3:13][CH:14](O)[CH:15]=[CH2:16].C1(C)C=CC(S(O)(=O)=O)=CC=1.O>COC(OC)(C)C>[CH2:13]([CH:8]1[CH2:7][C:6]2[C:10](=[CH:11][C:3]([O:2][CH3:1])=[CH:4][CH:5]=2)[C:9]1=[O:12])[CH:14]=[CH:15][CH3:16]. Reported procedure: A solution of 9.3 g of 6-methoxy-1-indanone, 11.8 ml of 3-buten-2-ol and 100 mg of p-toluenesulfonic acid in 100 ml of 2,2-dimethoxypropane was boiled under reflux for 64 hours on a water separator filled with molecular sieve (0.4 nm, 2 mm pearl shaped). The reaction mixture was subsequently concentrated in a vacuum and purified by column chromatography on silica gel (hexane/diethyl ether 4:1). 9.2 g (74%) of (RS)-2-(2-buten-1-yl)-6-methoxy-1-indanone were obtained as a yellow oil. The reactants are [O-]S(=O)S(=O)[O-].[Na+].[Na+] (Na2S2O4), BrC=1C(=C(C(=NC1)N)[N+](=O)[O-])N1CCN(CC1)CC=1N=C(SC1)C (5-bromo-4-(4-((2-methylthiazol-4-yl)methyl)piperazin-1-yl)-3-nitropyridin-2-amine), CCO (EtOH), N1(N=CC=C1)CC1=CC=C(C=O)C=C1 (4-(1H-pyrazol-1-ylmethyl)-benzaldehyde). The reagents and catalysts are N (NH3). Run in C(Cl)Cl (DCM), CN(C)C=O (DMF). Run at temperature 85 celsius. Yields the product N1(N=CC=C1)CC1=CC=C(C=C1)C1=NC=2C(=NC=C(C2N2CCN(CC2)CC=2N=C(SC2)C)Br)N1 (4-((4-(2-(4-((1H-Pyrazol-1-yl)methyl)phenyl)-6-bromo-3H-imidazo[4,5-b]pyridin-7-yl)piperazin-1-yl)methyl)-2-methylthiazole). As a reaction SMILES: [Br:1][C:2]1[C:3]([N:12]2[CH2:17][CH2:16][N:15]([CH2:18][C:19]3[N:20]=[C:21]([CH3:24])[S:22][CH:23]=3)[CH2:14][CH2:13]2)=[C:4]([N+:9]([O-])=O)[C:5]([NH2:8])=[N:6][CH:7]=1.CCO.[N:28]1([CH2:33][C:34]2[CH:41]=[CH:40][C:37]([CH:38]=O)=[CH:36][CH:35]=2)[CH:32]=[CH:31][CH:30]=[N:29]1.[O-]S(S([O-])=O)=O.[Na+].[Na+]>C(Cl)Cl.N.CN(C=O)C>[N:28]1([CH2:33][C:34]2[CH:41]=[CH:40][C:37]([C:38]3[NH:8][C:5]4=[N:6][CH:7]=[C:2]([Br:1])[C:3]([N:12]5[CH2:17][CH2:16][N:15]([CH2:18][C:19]6[N:20]=[C:21]([CH3:24])[S:22][CH:23]=6)[CH2:14][CH2:13]5)=[C:4]4[N:9]=3)=[CH:36][CH:35]=2)[CH:32]=[CH:31][CH:30]=[N:29]1 |f:3.4.5|. Procedure details: To a mixture of 5-bromo-4-(4-((2-methylthiazol-4-yl)methyl)piperazin-1-yl)-3-nitropyridin-2-amine (0.050 g, 0.12 mmol), EtOH (2.3 mL) and DMF (0.2 mL), 4-(1H-pyrazol-1-ylmethyl)-benzaldehyde (0.025 g, 0.13 mmol) was added followed by a freshly prepared aqueous solution of Na2S2O4 (1M; 0.36 mL, 0.36 mmol). The reaction mixture was heated at 85° C. for 24 h, then allowed to cool to room temperature and diluted with DCM and a few drops of aqueous NH3 until complete dissolution was observed. This so... The reactants are C(C)C(CC)OC1=C(C(=NC(=N1)C)NC1=C(C=C(C=C1C)C)C)N (6-(1-ethyl-propoxy)-2-methyl-4-N-(2,4,6-trimethyl-phenyl)-pyrimidine-4,5-diamine), C(C(=O)C)(=O)O (pyruvic acid), C(C(=O)C)(=O)O (pyruvic acid). Solvent: C(C)O (ethanol). Yields the product C(C)C(CC)OC1=NC(=NC=2N(C(C(=NC12)C)=O)C1=C(C=C(C=C1C)C)C)C (4-(1-Ethyl-propoxy)-2,6-dimethyl-8-(2,4,6-trimethyl-phenyl)-8H-pteridin-7-one). Reaction SMILES: [CH2:1]([CH:3]([O:6][C:7]1[N:12]=[C:11]([CH3:13])[N:10]=[C:9]([NH:14][C:15]2[C:20]([CH3:21])=[CH:19][C:18]([CH3:22])=[CH:17][C:16]=2[CH3:23])[C:8]=1[NH2:24])[CH2:4][CH3:5])[CH3:2].[C:25](O)(=[O:29])[C:26]([CH3:28])=O>C(O)C>[CH2:1]([CH:3]([O:6][C:7]1[C:8]2[N:24]=[C:26]([CH3:28])[C:25](=[O:29])[N:14]([C:15]3[C:20]([CH3:21])=[CH:19][C:18]([CH3:22])=[CH:17][C:16]=3[CH3:23])[C:9]=2[N:10]=[C:11]([CH3:13])[N:12]=1)[CH2:4][CH3:5])[CH3:2]. Procedure details: To a solution of 6-(1-ethyl-propoxy)-2-methyl-4-N-(2,4,6-trimethyl-phenyl)-pyrimidine-4,5-diamine (100 mg, 0.305 mmol) in 2 ml of ethanol was added pyruvic acid (30 mg, 0.335 mmol) and the resulting mixture was heated at reflux for 1 hour. An additional 60 mg of pyruvic acid was added and the resulting mixture was heated at reflux overnight. The mixture was quenched with water and extracted with chloroform. The organic layer was washed with water and brine, dried over sodium sulfate, filtered an... Starting materials: [N+](=O)([O-])C1=CC=C(C=C1)OC(=O)N1C(OC(C1C1=CC(=C(C=C1)F)F)C1CC1)=O (4-(3,4-Difluorophenyl)-5-cyclopropyl-2-oxo-oxazolidine-3-carboxylic acid-4-nitro-phenyl ester), Cl.Cl.FC1=C(C=CC=C1)[C@@H]1CC[C@H](CC1)N1CC(CC1)N (trans-1-[4-(2-fluoro-phenyl)-cyclohexyl]-pyrrolidin-3-ylamine dihydrochloride). Yields the product C1(CC1)C1C(N(C(O1)=O)C(=O)O)C1=CC(=C(C=C1)F)F (5-cyclopropyl-4-(3,4-difluorophenyl)-2-oxo-oxazolidine-3-carboxylic acid). RXN SMILES: [N+](C1C=CC([O:10][C:11]([N:13]2[CH:17]([C:18]3[CH:23]=[CH:22][C:21]([F:24])=[C:20]([F:25])[CH:19]=3)[CH:16]([CH:26]3[CH2:28][CH2:27]3)[O:15][C:14]2=[O:29])=[O:12])=CC=1)([O-])=O.Cl.Cl.FC1C=CC=CC=1[C@H]1CC[C@H](N2CCC(N)C2)CC1>>[CH:26]1([CH:16]2[O:15][C:14](=[O:29])[N:13]([C:11]([OH:12])=[O:10])[CH:17]2[C:18]2[CH:23]=[CH:22][C:21]([F:24])=[C:20]([F:25])[CH:19]=2)[CH2:27][CH2:28]1 |f:1.2.3|. Procedure: The title compound was prepared from the reaction of the product of Step C above and trans-1-[4-(2-fluoro-phenyl)-cyclohexyl]-pyrrolidin-3-ylamine dihydrochloride Starting materials: O (water), CC1(OCC(C1)CCS(=O)(=O)[O-])C ([(2,2-dimethyl-4-tetrahydrofuryl) methyl]methanesulfonate), NCCN (1,2-diaminoethane), C([O-])([O-])=O.[K+].[K+] (potassium carbonate). The solvent is C(C)#N (acetonitrile). Reaction conditions: temperature 80 celsius, time 3 hour. The product is CC1(OCC(C1)CNCCN)C (N-[(2,2-dimethyl-4-tetrahydrofuryl) methyl]-1,2-diaminoethane). The yield is 41.5%. Reaction SMILES: [CH3:1][C:2]1([CH3:13])[CH2:6][CH:5]([CH2:7]CS([O-])(=O)=O)[CH2:4][O:3]1.[NH2:14][CH2:15][CH2:16][NH2:17].C(=O)([O-])[O-].[K+].[K+].O>C(#N)C>[CH3:13][C:2]1([CH3:1])[CH2:6][CH:5]([CH2:7][NH:14][CH2:15][CH2:16][NH2:17])[CH2:4][O:3]1 |f:2.3.4|. Procedure: A suspension of 4.00 g of [(2,2-dimethyl-4-tetrahydrofuryl) methyl]methanesulfonate, 10.4 g of 1,2-diaminoethane and 2.87 g of potassium carbonate in 40 ml of acetonitrile was stirred at 80° C. for 3 hours. The mixture was cooled to room temperature, and water was then added thereto, followed by extraction with dichloromethane, The organic layer was dried over magnesium sulfate, anhydrous, and then concentrated under a reduced pressure to obtain 1.38 g of N-[(2,2-dimethyl-4-tetrahydrofuryl) meth... Starting materials: C([C@@H](O)C)(=O)[O-].[Li+] (lithium L-lactate), C(C(C)C)(=O)O (isobutyric acid), C(CN)N (ethylenediamine), C(CO)(=O)[O-] (glycolate), [OH-].[Na+] (NaOH). The solvent is aqueous solution. Conditions: time 40 hour. Product: C(C(=O)C)(=O)[O-] (pyruvate), C(C)(=O)[O-] (acetate). RXN SMILES: [C:1]([O-:6])(=[O:5])[C@H:2]([CH3:4])[OH:3].[Li+].[C:8]([OH:13])(=[O:12])[CH:9](C)C.C(N)CN.C([O-])(=O)CO.[OH-].[Na+]>>[C:1]([O-:6])(=[O:5])[C:2]([CH3:4])=[O:3].[C:8]([O-:13])(=[O:12])[CH3:9] |f:0.1,5.6|. Procedure details: The procedure described in Comparative Example A was repeated using a 10 mL aqueous solution containing lithium L-lactate (0.750M), FMN (0.01 mM), isobutyric acid (HPLC internal standard, 0.100M), ethylenediamine (0.788M), soluble spinach glycolate oxidase (1.0 IU/mL), and soluble Aspergillus niger catalase (1,400 IU/mL) at pH 7.5 (adjusted with 50% NaOH) and the reaction run at 5° C. After 40 hours, the HPLC yields of pyruvate and acetate were 33.2% and 0%, respectively, and 22.2% lactate remai...